This data is from the Open Reaction Database (ORD), a public repository of structured organic reaction records. The task is: describe an organic reaction: reactants, conditions, products, and yield Reactants: IC1=C(C=CC=C1)O (2-iodophenol), C1(=CC=CC=C1)P(C1=CC=CC=C1)C1=CC=CC=C1 (triphenylphosphine), N1=CC=C(C=C1)CCO (pyridine-4-ethanol), N(=NC(=O)OCC)C(=O)OCC (diethyl azodicarboxylate). Solvent: C1CCOC1 (THF), C1CCOC1 (THF). Reaction conditions: time 4 hour. Product: IC1=C(OCCC2=CC=NC=C2)C=CC=C1 (4-(2-(2-Iodophenoxy)ethyl)pyridine). Isolated yield 71.5%. Reaction SMILES: [I:1][C:2]1[CH:7]=[CH:6][CH:5]=[CH:4][C:3]=1[OH:8].C1(P(C2C=CC=CC=2)C2C=CC=CC=2)C=CC=CC=1.[N:28]1[CH:33]=[CH:32][C:31]([CH2:34][CH2:35]O)=[CH:30][CH:29]=1.N(C(OCC)=O)=NC(OCC)=O>C1COCC1>[I:1][C:2]1[CH:7]=[CH:6][CH:5]=[CH:4][C:3]=1[O:8][CH2:35][CH2:34][C:31]1[CH:32]=[CH:33][N:28]=[CH:29][CH:30]=1. Procedure details: A stirred solution of 2-iodophenol (8.8 g, 0.040 mole), triphenylphosphine (10.5 g, 0.040 mole) and pyridine-4-ethanol (5.5 g, 0.045 mole) in THF (200 ml) at 0° C. under argon was treated with a solution of diethyl azodicarboxylate (6.3 ml, 0.040 mole) in THF (30 ml). The solution was allowed to warm to room temp. and stirred for 4 h, then concentrated in vacuo and the residue treated with 10% Na2CO3 solution (80 ml) and extracted with ethyl acetate (2×80 ml). The combined organic was extracted ...